This data is from the Open Reaction Database (ORD), a public repository of structured organic reaction records. The task is: describe an organic reaction: reactants, conditions, products, and yield The reactants are Cl.C1(CC1)C=1N=CN(C1)C=1C(=CC(=C(C(=O)O)C1)F)C (5-(4-Cyclopropyl-1H-imidazol-1-yl)-2-fluoro-4-methylbenzoic acid hydrochloride), C(C)(C)N1C(=NN=C1)C1=CC=CC(=N1)N (6-(4-isopropyl-4H-1,2,4-triazol-3-yl)pyridin-2-amine), C(C)(C)N1C(=NN=C1)C1=CC=CC(=N1)N (6-(4-isopropyl-4H-1,2,4-triazol-3-yl)pyridin-2-amine), C(C(=O)Cl)(=O)Cl (Oxalyl chloride), CN(C=O)C (N,N-dimethylformamide), C(=O)(O)[O-].[Na+] (NaHCO3). Reagents/catalysts: CN(C1=CC=NC=C1)C (4-dimethylaminopyridine). The solvent is 1,2-dichloromethane. Yields the product C1(CC1)C=1N=CN(C1)C=1C(=CC(=C(C(=O)NC2=NC(=CC=C2)C2=NN=CN2C(C)C)C1)F)C (5-(4-cyclopropyl-1H-imidazol-1-yl)-2-fluoro-N-(6-(4-isopropyl-4H-1,2,4-triazol-3-yl)pyridin-2-yl)-4-methylbenzamide). RXN SMILES: Cl.[CH:2]1([C:5]2[N:6]=[CH:7][N:8]([C:10]3[C:11]([CH3:20])=[CH:12][C:13]([F:19])=[C:14]([CH:18]=3)[C:15]([OH:17])=O)[CH:9]=2)[CH2:4][CH2:3]1.C(Cl)(=O)C(Cl)=O.CN(C)C=O.[CH:32]([N:35]1[CH:39]=[N:38][N:37]=[C:36]1[C:40]1[N:45]=[C:44]([NH2:46])[CH:43]=[CH:42][CH:41]=1)([CH3:34])[CH3:33].C([O-])(O)=O.[Na+]>CN(C)C1C=CN=CC=1>[CH:2]1([C:5]2[N:6]=[CH:7][N:8]([C:10]3[C:11]([CH3:20])=[CH:12][C:13]([F:19])=[C:14]([CH:18]=3)[C:15]([NH:46][C:44]3[CH:43]=[CH:42][CH:41]=[C:40]([C:36]4[N:35]([CH:32]([CH3:34])[CH3:33])[CH:39]=[N:38][N:37]=4)[N:45]=3)=[O:17])[CH:9]=2)[CH2:3][CH2:4]1 |f:0.1,5.6|. Procedure: 5-(4-Cyclopropyl-1H-imidazol-1-yl)-2-fluoro-4-methylbenzoic acid hydrochloride (1.5 g, 5.07 mmol) was suspended in anhydrous 1,2-dichloromethane (25 mL) at room temperature. Oxalyl chloride (0.575 ml, 6.59 mmol) was added with stirring under nitrogen, followed by N,N-dimethylformamide (0.044 ml, 0.507 mmol). The mixture was stirred for 4 hr at room temperature, and then the solvent was removed under reduced pressure. The residue was dissolved in 25 mL anhydrous dichloromethane. 6-(4-isopropyl-4H... The reactants are CN(C)C=O, CCOC(C)=O, [Li+], Cc1cc(OCC2CCS(=O)(=O)CC2)cc(C)c1-c1cccc(CN(c2ccc(CCC(=O)OC(C)(C)C)c(F)c2)S(=O)(=O)c2ccccc2[N+](=O)[O-])c1, [OH-], O, O=C(O)CS. The product is Cc1cc(OCC2CCS(=O)(=O)CC2)cc(C)c1-c1cccc(CNc2ccc(CCC(=O)OC(C)(C)C)c(F)c2)c1. As a reaction SMILES: [CH3:63][N:64]([CH3:65])[CH:66]=[O:67].[CH3:68][CH2:69][O:70][C:71](=[O:72])[CH3:73].[Li+:62].[O:1]=[S:2]1(=[O:54])[CH2:3][CH2:4][CH:5]([CH2:8][O:9][c:10]2[cH:11][c:12]([CH3:53])[c:13](-[c:17]3[cH:18][c:19]([CH2:23][N:24]([c:25]4[cH:26][c:27]([F:40])[c:28]([CH2:31][CH2:32][C:33](=[O:34])[O:35][C:36]([CH3:37])([CH3:38])[CH3:39])[cH:29][cH:30]4)[S:41]([c:42]4[cH:43][cH:44][cH:45][cH:46][c:47]4[N+:48]([O-:49])=[O:50])(=[O:51])=[O:52])[cH:20][cH:21][cH:22]3)[c:14]([CH3:16])[cH:15]2)[CH2:6][CH2:7]1.[OH-:61].[OH2:60].[SH:55][CH2:56][C:57]([OH:58])=[O:59]>>[O:1]=[S:2]1(=[O:54])[CH2:3][CH2:4][CH:5]([CH2:8][O:9][c:10]2[cH:11][c:12]([CH3:53])[c:13](-[c:17]3[cH:18][c:19]([CH2:23][NH:24][c:25]4[cH:26][c:27]([F:40])[c:28]([CH2:31][CH2:32][C:33](=[O:34])[O:35][C:36]([CH3:37])([CH3:38])[CH3:39])[cH:29][cH:30]4)[cH:20][cH:21][cH:22]3)[c:14]([CH3:16])[cH:15]2)[CH2:6][CH2:7]1. Starting materials: ClC(=O)OCC (Ethyl chloroformate), SCCC(=O)N1[C@H](C(=O)O)CCC1 (3-mercaptopropanoyl-L-proline). Run in C([O-])(O)=O.[Na+] (sodium bicarbonate). Run at time 1 hour. Product: C(C)OC(=O)SCCC(=O)N1[C@H](C(=O)O)CCC1 (1-[3-[[(ethoxy)carbonyl]thio]propanoyl]-L-proline). As a reaction SMILES: Cl[C:2]([O:4][CH2:5][CH3:6])=[O:3].[SH:7][CH2:8][CH2:9][C:10]([N:12]1[CH2:19][CH2:18][CH2:17][C@H:13]1[C:14]([OH:16])=[O:15])=[O:11]>C(=O)(O)[O-].[Na+]>[CH2:5]([O:4][C:2]([S:7][CH2:8][CH2:9][C:10]([N:12]1[CH2:19][CH2:18][CH2:17][C@H:13]1[C:14]([OH:16])=[O:15])=[O:11])=[O:3])[CH3:6] |f:2.3|. Procedure: Ethyl chloroformate (1.2 g.) is added to a solution of 3-mercaptopropanoyl-L-proline (2.03 g.) in normal sodium bicarbonate (30 ml.) and the mixture is stirred vigorously at 5° for one hour, and for two hours at room temperature. After acidification with concentrated hydrochloric acid, the mixture is extracted with ethyl acetate. The organic phase is washed with water, dried over magnesium sulfate, and concentrated to dryness to yield 1-[3-[[(ethoxy)carbonyl]thio]propanoyl]-L-proline. Reactants: FC=1C=C(CNC(=O)C(C(=O)NC(C(=O)O)CC2=CNC3=CC=CC=C23)C)C=C(C1)F (2-[2-(3,5-Difluoro-benzylcarbamoyl)-propionylamino]-3-(1H-indol-3-yl)-propionic acid), CC#N (CH3CN), [B-](F)(F)(F)F.CN(C)C(=[N+](C)C)ON1C=CC=CC1=O (TPTU), COC=1C=C2CCNCC2=CC1 (6-methoxy-1,2,3,4-tetrahydro-isoquinoline). Run in CN(C)C=O (DMF), C(=O)(C(F)(F)F)O (TFA). Conditions: time 8 hour. Yields the product FC=1C=C(CNC(C(C(=O)NC(C(=O)N2CC3=CC=C(C=C3CC2)OC)CC2=CNC3=CC=CC=C23)C)=O)C=C(C1)F (N-(3,5-Difluoro-benzyl)-N′-[1-(1H-indol-3-ylmethyl)-2-(6-methoxy-3,4-dihydro-1H-isoquinolin-2-yl)-2-oxo-ethyl]-2-methyl-malonamide). Reaction SMILES: [F:1][C:2]1[CH:3]=[C:4]([CH:28]=[C:29]([F:31])[CH:30]=1)[CH2:5][NH:6][C:7]([CH:9]([CH3:27])[C:10]([NH:12][CH:13]([CH2:17][C:18]1[C:26]2[C:21](=[CH:22][CH:23]=[CH:24][CH:25]=2)[NH:20][CH:19]=1)[C:14](O)=[O:15])=[O:11])=[O:8].[B-](F)(F)(F)F.CN(C(ON1C(=O)C=CC=C1)=[N+](C)C)C.[CH3:52][O:53][C:54]1[CH:55]=[C:56]2[C:61](=[CH:62][CH:63]=1)[CH2:60][NH:59][CH2:58][CH2:57]2.CC#N>CN(C=O)C.C(O)(C(F)(F)F)=O>[F:1][C:2]1[CH:3]=[C:4]([CH:28]=[C:29]([F:31])[CH:30]=1)[CH2:5][NH:6][C:7](=[O:8])[CH:9]([CH3:27])[C:10]([NH:12][CH:13]([CH2:17][C:18]1[C:26]2[C:21](=[CH:22][CH:23]=[CH:24][CH:25]=2)[NH:20][CH:19]=1)[C:14]([N:59]1[CH2:58][CH2:57][C:56]2[C:61](=[CH:62][CH:63]=[C:54]([O:53][CH3:52])[CH:55]=2)[CH2:60]1)=[O:15])=[O:11] |f:1.2|. Procedure details: 2-[2-(3,5-Difluoro-benzylcarbamoyl)-propionylamino]-3-(1H-indol-3-yl)-propionic acid (64 mg, 0.15 mmol) was placed in a disposable polypropylene tube and dissolved in DMF (1 ml). TPTU (O-[2-oxo-1(2H)-pyridyl]-N,N,N′,N′-tetramethyluronium-tetrafluoroborate, 49 mg, 0.165 mmol) and 6-methoxy-1,2,3,4-tetrahydro-isoquinoline (24 mg, 0.15 mmol) were added, and the mixture was shaken overnight at r.t. The title compound, MS: m/e=575.3 (M+H+), was isolated from the reaction mixture by automated, prepara... The yield is 21.7%. The solvent is CO (methanol). RXN SMILES: [OH-].[Na+].[CH2:3]([N:10]1[CH2:16][CH2:15][CH2:14][N:13]([C:17]2[N:22]=[C:21]([CH3:23])[C:20]([CH:24]([CH2:29][CH2:30][CH3:31])[C:25]([O:27]C)=[O:26])=[C:19]([C:32]3[CH:37]=[CH:36][C:35]([CH3:38])=[CH:34][CH:33]=3)[N:18]=2)[CH2:12][CH2:11]1)[C:4]1[CH:9]=[CH:8][CH:7]=[CH:6][CH:5]=1>CO>[CH2:3]([N:10]1[CH2:16][CH2:15][CH2:14][N:13]([C:17]2[N:22]=[C:21]([CH3:23])[C:20]([CH:24]([CH2:29][CH2:30][CH3:31])[C:25]([OH:27])=[O:26])=[C:19]([C:32]3[CH:33]=[CH:34][C:35]([CH3:38])=[CH:36][CH:37]=3)[N:18]=2)[CH2:12][CH2:11]1)[C:4]1[CH:5]=[CH:6][CH:7]=[CH:8][CH:9]=1 |f:0.1|. Yields the product C(C1=CC=CC=C1)N1CCN(CCC1)C1=NC(=C(C(=N1)C)C(C(=O)O)CCC)C1=CC=C(C=C1)C (2-(2-(4-benzyl-1,4-diazepan-1-yl)-4-methyl-6-p-tolylpyrimidin-5-yl)pentanoic acid). Procedure: A solution of sodium hydroxide 5N (0.5 mL) was added to a mixture of methyl 2-(2-(4-benzyl-1,4-diazepan-1-yl)-4-methyl-6-p-tolylpyrimidin-5-yl)pentanoate (0.083 g; 0.195 mmol) in methanol (1.5 mL). The mixture was heated in a sealed tube at 100° C. for 18 h and then concentrated under reduced pressure. The residue was dissolved in water and the pH of the solution was adjusted between 3 and 4 by addition of a solution of hydrochloric acid 6N. The precipitate was collected by filtration and dried ... Starting materials: [OH-].[Na+] (sodium hydroxide), C(C1=CC=CC=C1)N1CCN(CCC1)C1=NC(=C(C(=N1)C)C(C(=O)OC)CCC)C1=CC=C(C=C1)C (methyl 2-(2-(4-benzyl-1,4-diazepan-1-yl)-4-methyl-6-p-tolylpyrimidin-5-yl)pentanoate). Run at temperature 100 celsius.